This data is from the Open Reaction Database (ORD), a public repository of structured organic reaction records. The task is: describe an organic reaction: reactants, conditions, products, and yield The reactants are O[C@H]1[C@@H](O[C@@H]([C@H]1O)CO)N1C2=NC(=NC(=C2N=C1)N)N1N=CC(=C1)C(=O)OCC (ethyl 1-{9-[(4S,2R,3R,5R)-3,4-dihydroxy-5-(hydroxymethyl)oxolan-2-yl]-6-aminopurin-2-yl}pyrazole-4-carboxylate), CN (methylamine). Conditions: time 4 hour. Product: O[C@H]1[C@@H](O[C@@H]([C@H]1O)CO)N1C2=NC(=NC(=C2N=C1)N)N1N=CC(=C1)C(=O)NC ((1-{9-[(4S,2R,3R,5R)-3,4-dihydroxy-5-(hydroxymethyl)oxolan-2-yl]-6-aminopurin-2-yl}pyrazol-4-yl)-N-methylcarboxamide), monohydrate. Reaction SMILES: [OH:1][C@@H:2]1[C@H:6]([OH:7])[C@@H:5]([CH2:8][OH:9])[O:4][C@H:3]1[N:10]1[CH:18]=[N:17][C:16]2[C:11]1=[N:12][C:13]([N:20]1[CH:24]=[C:23]([C:25]([O:27]CC)=O)[CH:22]=[N:21]1)=[N:14][C:15]=2[NH2:19].[CH3:30][NH2:31]>>[OH:1][C@@H:2]1[C@H:6]([OH:7])[C@@H:5]([CH2:8][OH:9])[O:4][C@H:3]1[N:10]1[CH:18]=[N:17][C:16]2[C:11]1=[N:12][C:13]([N:20]1[CH:24]=[C:23]([C:25]([NH:31][CH3:30])=[O:27])[CH:22]=[N:21]1)=[N:14][C:15]=2[NH2:19]. Reported procedure: A mixture of ethyl 1-{9-[(4S,2R,3R,5R)-3,4-dihydroxy-5-(hydroxymethyl)oxolan-2-yl]-6-aminopurin-2-yl}pyrazole-4-carboxylate (46.4 g) and methylamine (40% in water, 600 ml) was stirred at ambient temperature for about 4 hours, following the progress of the reaction by HPLC analysis. The majority of the excess methylamine was removed under reduced pressure, and the remaining mixture cooled at 0° C. for 2 hours. The solid material was filtered off, washed with ice-cold 200 proof ethanol, and dried ... Reactants: CC(=O)OC(C)=O, CN(C)c1ccncc1, Fc1ccc(-c2nn3c(c2-c2ccnc(NC4CC4)n2)CCCN3)cc1, O, c1ccncc1. The product is CC(=O)N1CCCc2c(-c3ccnc(NC4CC4)n3)c(-c3ccc(F)cc3)nn21. RXN SMILES: [CH3:27][C:28](=[O:29])[O:30][C:31](=[O:32])[CH3:33].[CH3:34][N:35]([CH3:36])[c:37]1[cH:38][cH:39][n:40][cH:41][cH:42]1.[CH:1]1([NH:4][c:5]2[n:6][cH:7][cH:8][c:9](-[c:11]3[c:12](-[c:20]4[cH:21][cH:22][c:23]([F:26])[cH:24][cH:25]4)[n:13][n:14]4[c:19]3[CH2:18][CH2:17][CH2:16][NH:15]4)[n:10]2)[CH2:2][CH2:3]1.[OH2:49].[cH:43]1[cH:44][cH:45][n:46][cH:47][cH:48]1>>[CH:1]1([NH:4][c:5]2[n:6][cH:7][cH:8][c:9](-[c:11]3[c:12](-[c:20]4[cH:21][cH:22][c:23]([F:26])[cH:24][cH:25]4)[n:13][n:14]4[c:19]3[CH2:18][CH2:17][CH2:16][N:15]4[C:28]([CH3:27])=[O:29])[n:10]2)[CH2:2][CH2:3]1.